Dataset: the Open Reaction Database (ORD), a public repository of structured organic reaction records. Task: describe an organic reaction: reactants, conditions, products, and yield Starting materials: ClC1=CC=C(C=C1)C1CC(=NN1C1=C(C=C(C=C1)Cl)Cl)CN ([5-(4-Chloro-phenyl)-1-(2,4-dichloro-phenyl)-4,5-dihydro-1H-pyrazole-3-yl]methyl amine). The solvent is C(C)OCC (diethylether), Cl (hydrogen chloride). Product: Cl.ClC1=CC=C(C=C1)C1CC(=NN1C1=C(C=C(C=C1)Cl)Cl)CN ([5-(4-Chloro-phenyl)-1-(2,4-dichloro-phenyl)-4,5-dihydro-1H-pyrazole-3-yl]methyl amine hydrochloride). Yield: 182.1%. As a reaction SMILES: [Cl:1][C:2]1[CH:7]=[CH:6][C:5]([CH:8]2[N:12]([C:13]3[CH:18]=[CH:17][C:16]([Cl:19])=[CH:15][C:14]=3[Cl:20])[N:11]=[C:10]([CH2:21][NH2:22])[CH2:9]2)=[CH:4][CH:3]=1>C(OCC)C.Cl>[ClH:1].[Cl:1][C:2]1[CH:3]=[CH:4][C:5]([CH:8]2[N:12]([C:13]3[CH:18]=[CH:17][C:16]([Cl:19])=[CH:15][C:14]=3[Cl:20])[N:11]=[C:10]([CH2:21][NH2:22])[CH2:9]2)=[CH:6][CH:7]=1 |f:3.4|. Reported procedure: A solution of [5-(4-Chloro-phenyl)-1-(2,4-dichloro-phenyl)-4,5-dihydro-1H-pyrazole-3-yl]methyl amine (19.33 g, 0.0545 mol) in diethylether (100 mL) and hydrogen chloride [2.0 M in diethyl ether (100 mL)] was stirred for 24 hours at room temperature and the solid formed was filtered off, washed with diethylether and dried to yield the [5-(4-Chloro-phenyl)-1-(2,4-dichloro-phenyl)-4,5-dihydro-1H-pyrazole-3-yl]methyl amine hydrochloride (19.41 g, 91%) as a yellow solid. Reactants: C(C)(C)(C)OC(=O)[C@@H]1N(CCC1)C(CN(C(=O)N(CCCC)CC(=O)N1[C@H](CCC1)C(=O)OC(C)(C)C)CCCC)=O ((R)-1-[[3-[2-[(R)-2-tert-butoxycarbonyl-pyrrolidin-1-yl]-2-oxo-ethyl]-1,3-dibutyl-ureido]-acetyl]-pyrrolidine-2-carboxylic acid tert-butyl ester). Run in FC(C(=O)O)(F)F (trifluoroacetic acid). The product is C(=O)(O)[C@@H]1N(CCC1)C(CN(C(N(CCCC)CC(=O)N1[C@H](CCC1)C(=O)O)=O)CCCC)=O ((R)-1-[[3-[2-[(R)-2-Carboxy-pyrrolidin-1-yl]-2-oxo-ethyl]-1,3-dibutyl-ureido]-acetyl]-pyrrolidine-2-carboxylic acid). Yield: 73.6%. As a reaction SMILES: C([O:5][C:6]([C@H:8]1[CH2:12][CH2:11][CH2:10][N:9]1[C:13](=[O:42])[CH2:14][N:15]([CH2:38][CH2:39][CH2:40][CH3:41])[C:16]([N:18]([CH2:23][C:24]([N:26]1[CH2:30][CH2:29][CH2:28][C@@H:27]1[C:31]([O:33]C(C)(C)C)=[O:32])=[O:25])[CH2:19][CH2:20][CH2:21][CH3:22])=[O:17])=[O:7])(C)(C)C>FC(F)(F)C(O)=O>[C:31]([C@H:27]1[CH2:28][CH2:29][CH2:30][N:26]1[C:24](=[O:25])[CH2:23][N:18]([CH2:19][CH2:20][CH2:21][CH3:22])[C:16](=[O:17])[N:15]([CH2:14][C:13]([N:9]1[CH2:10][CH2:11][CH2:12][C@@H:8]1[C:6]([OH:7])=[O:5])=[O:42])[CH2:38][CH2:39][CH2:40][CH3:41])([OH:33])=[O:32]. Procedure: A solution of 278 mg (0.47 mmol) (R)-1-[[3-[2-[(R)-2-tert-butoxycarbonyl-pyrrolidin-1-yl]-2-oxo-ethyl]-1,3-dibutyl-ureido]-acetyl]-pyrrolidine-2-carboxylic acid tert-butyl ester in 2 ml trifluoroacetic acid was stirred for 4 h at room temperature. The solvent was removed in vacuo and the residue was dried to give 167 mg (74%) of the title compound as brown foam. Reactants: BrCC1=CC=C(C=C1)CBr (1,4-bis-bromomethyl-benzene), O (Water), FC(C1=CC=C2C(=CC=NC2=C1)S)(F)F (7-trifluoromethyl-quinoline-4-thiol), [H-].[Na+] (NaH). Run in CN(C)C=O (DMF), CN(C)C=O (DMF). Conditions: time 10 minute. Yields the product BrCC1=CC=C(CSC2=CC=NC3=CC(=CC=C23)C(F)(F)F)C=C1 (4-(4-(Bromomethyl)benzylthio)-7-(trifluoromethyl)quinoline). Isolated yield 15.0%. RXN SMILES: [F:1][C:2]([F:15])([F:14])[C:3]1[CH:12]=[C:11]2[C:6]([C:7]([SH:13])=[CH:8][CH:9]=[N:10]2)=[CH:5][CH:4]=1.[H-].[Na+].[Br:18][CH2:19][C:20]1[CH:25]=[CH:24][C:23]([CH2:26]Br)=[CH:22][CH:21]=1.O>CN(C=O)C>[Br:18][CH2:19][C:20]1[CH:25]=[CH:24][C:23]([CH2:26][S:13][C:7]2[C:6]3[C:11](=[CH:12][C:3]([C:2]([F:1])([F:14])[F:15])=[CH:4][CH:5]=3)[N:10]=[CH:9][CH:8]=2)=[CH:22][CH:21]=1 |f:1.2|. Procedure details: In 25 mL round-bottomed flask 25 mL 7-trifluoromethyl-quinoline-4-thiol (1.0 g, 4.37 mmol) was dissolved in 8 mL DMF anhydrous and NaH (60% dispersion in oil, 184 mg) was added slowly. The reaction was stirred at RT for 10 min. In a 50 mL round-bottomed flask 1,4-bis-bromomethyl-benzene (1.27 g, 4.80 mmol) was dissolved in DMF anhydrous (10 mL) and the solution was stirred at 0° C. for 10 min. The first solution was added via syringe to this solution and the reaction was stirred at 0° C. for 15 ... Procedure: 8-(4-((tert-Butoxycarbonylamino)methyl)-3-fluorophenyl)-1-cyclopropyl-9-methyl-4-oxo-4H-quinolizine-3-carboxylic acid (24 mg, 0.051 mmol) was dissolved in acetonitrile (4 mL). HCl 4M in dioxane (1 mL, 4 mmol) was added. The mixture was stirred for 4 h and a suspension was formed affording after filtration the title compound EXAMPLE 49 as a yellow solid (17.7 mg, 86%). ESI-MS m/z: 453 (M+H)+. Reaction conditions: time 4 hour. RXN SMILES: C(OC([NH:8][CH2:9][C:10]1[CH:15]=[CH:14][C:13]([C:16]2[CH:17]=[CH:18][N:19]3[C:24]([C:25]=2[CH3:26])=[C:23]([CH:27]2[CH2:29][CH2:28]2)[CH:22]=[C:21]([C:30]([OH:32])=[O:31])[C:20]3=[O:33])=[CH:12][C:11]=1[F:34])=O)(C)(C)C.[ClH:35].O1CCOCC1>C(#N)C>[ClH:35].[NH2:8][CH2:9][C:10]1[CH:15]=[CH:14][C:13]([C:16]2[CH:17]=[CH:18][N:19]3[C:24]([C:25]=2[CH3:26])=[C:23]([CH:27]2[CH2:28][CH2:29]2)[CH:22]=[C:21]([C:30]([OH:32])=[O:31])[C:20]3=[O:33])=[CH:12][C:11]=1[F:34] |f:4.5|. The solvent is C(C)#N (acetonitrile). Yields the product Cl.NCC1=C(C=C(C=C1)C=1C=CN2C(C(=CC(=C2C1C)C1CC1)C(=O)O)=O)F (8-(4-(aminomethyl)-3-fluorophenyl)-1-cyclopropyl-9-methyl-4-oxo-4H-quinolizine-3-carboxylic acid hydrochloride). Reactants: Cl (HCl), O1CCOCC1 (dioxane), C(C)(C)(C)OC(=O)NCC1=C(C=C(C=C1)C=1C=CN2C(C(=CC(=C2C1C)C1CC1)C(=O)O)=O)F (8-(4-((tert-Butoxycarbonylamino)methyl)-3-fluorophenyl)-1-cyclopropyl-9-methyl-4-oxo-4H-quinolizine-3-carboxylic acid). The reactants are CCO, Cn1nc(C(F)(F)F)c(CCl)c1OC(F)F, NC(N)=S. Yields the product Cn1nc(C(F)(F)F)c(CSC(=N)N)c1OC(F)F, Cl. Reaction SMILES: [CH3:21][CH2:22][OH:23].[Cl:1][CH2:2][c:3]1[c:4]([C:13]([F:14])([F:15])[F:16])[n:5][n:6]([CH3:12])[c:7]1[O:8][CH:9]([F:10])[F:11].[NH2:17][C:18]([NH2:19])=[S:20]>>[CH2:2]([c:3]1[c:4]([C:13]([F:14])([F:15])[F:16])[n:5][n:6]([CH3:12])[c:7]1[O:8][CH:9]([F:10])[F:11])[S:20][C:18](=[NH:17])[NH2:19].[ClH:1].